This data is from the Open Reaction Database (ORD), a public repository of structured organic reaction records. The task is: describe an organic reaction: reactants, conditions, products, and yield Reactants: ClC1=NC=CC(=C1)O (2-chloro-4-hydroxypyridine), ClC1=NC(=CC=C1)C#N (2-chloro-6-cyanopyridine), C([O-])([O-])=O.[K+].[K+] (potassium carbonate), CCCCCC.C(C)(=O)OCC (hexane ethyl acetate). The solvent is CN(C=O)C (N,N-dimethylformamide), O (water), C(C)(=O)OCC (ethyl acetate). Yields the product ClC1=NC=CC(=C1)OC1=CC=CC(=N1)C#N (6-[(2-Chloro-4-pyridyl)oxy]picolinonitrile). Isolated yield 81.3%. Reaction SMILES: [Cl:1][C:2]1[CH:7]=[C:6]([OH:8])[CH:5]=[CH:4][N:3]=1.Cl[C:10]1[CH:15]=[CH:14][CH:13]=[C:12]([C:16]#[N:17])[N:11]=1.C(=O)([O-])[O-].[K+].[K+].CCCCCC.C(OCC)(=O)C>CN(C)C=O.O.C(OCC)(=O)C>[Cl:1][C:2]1[CH:7]=[C:6]([O:8][C:10]2[N:11]=[C:12]([C:16]#[N:17])[CH:13]=[CH:14][CH:15]=2)[CH:5]=[CH:4][N:3]=1 |f:2.3.4,5.6|. Procedure: A mixture of 2-chloro-4-hydroxypyridine (38.9 g, 0.3 mol), 2-chloro-6-cyanopyridine (45.7 g, 0.3 mol), and potassium carbonate (45.6 g, 0.3 mol) in N,N-dimethylformamide is refluxed for three hours, cooled and diluted with water and ethyl acetate. The resultant mixture is filtered through a layer of silica gel using ethyl acetate as eluent. The phases are separated and the aqueous phase is extracted with ethyl acetate. The organic extract is combined with the organic phase and the resultant solu... Starting materials: CCn1cc(C#N)c2ccc(OC)cc21, CCCC[Sn](I)(CCCC)CCCC, C1CCOC1, [Li]CCCC, CC(C)[N-]C(C)C, CC(C)NC(C)C, [Li+]. Product: CCCC[Sn](CCCC)(CCCC)c1c(C#N)c2ccc(OC)cc2n1CC. As a reaction SMILES: [CH2:21]([CH3:22])[n:23]1[cH:24][c:25]([C:34]#[N:35])[c:26]2[cH:27][cH:28][c:29]([O:32][CH3:33])[cH:30][c:31]12.[CH2:36]([CH2:37][CH2:38][CH3:39])[Sn:40]([CH2:41][CH2:42][CH2:43][CH3:44])([CH2:45][CH2:46][CH2:47][CH3:48])[I:49].[CH2:50]1[O:51][CH2:52][CH2:53][CH2:54]1.[CH2:8]([Li:9])[CH2:10][CH2:11][CH3:12].[CH3:14][CH:15]([N-:16][CH:17]([CH3:18])[CH3:19])[CH3:20].[CH:1]([NH:2][CH:3]([CH3:4])[CH3:5])([CH3:6])[CH3:7].[Li+:13]>>[CH2:21]([CH3:22])[n:23]1[c:24]([Sn:40]([CH2:36][CH2:37][CH2:38][CH3:39])([CH2:41][CH2:42][CH2:43][CH3:44])[CH2:45][CH2:46][CH2:47][CH3:48])[c:25]([C:34]#[N:35])[c:26]2[cH:27][cH:28][c:29]([O:32][CH3:33])[cH:30][c:31]12. Starting materials: FC(C=1C=C(C(N)=NOC(=O)C2=CC3=C(SCCN3S(=O)(=O)C3=CC=C(C=C3)C(F)(F)F)C=C2)C=CC1)(F)F.FC(C=1C=C(C=CC1)C1=NOC(=N1)C1=CC2=C(SCCN2S(=O)(=O)C2=CC=C(C=C2)C(F)(F)F)C=C1)(F)F (3-(3-(trifluoromethyl)phenyl)-5-(4-(4-(trifluoromethyl)phenylsulfonyl)-3,4-dihydro-2H-benzo[b][1,4]thiazin-6-yl)-1,2,4-oxadiazole 3-(trifluoromethyl)-N′-(4-(4-(trifluoromethyl)phenylsulfonyl)-3,4-dihydro-2H-benzo[b][1,4]thiazine-6-carbonyloxy)benzimidamide), CCCC[N+](CCCC)(CCCC)CCCC.[F-].C1CCOC1 (TBAF THF). Run in C1CCOC1 (THF), CCOC(=O)C (EtOAc), O (water). Run at time 16 hour. Yields the product FC(C=1C=C(C=CC1)C1=NOC(=N1)C1=CC2=C(SCCN2S(=O)(=O)C2=CC=C(C=C2)C(F)(F)F)C=C1)(F)F (3-(3-(trifluoromethyl)phenyl)-5-(4-(4-(trifluoromethyl)phenylsulfonyl)-3,4-dihydro-2H-benzo[b][1,4]thiazin-6-yl)-1,2,4-oxadiazole). The yield is 47.0%. Reaction SMILES: [F:1][C:2]([F:39])([F:38])[C:3]1[CH:4]=[C:5]([CH:35]=[CH:36][CH:37]=1)[C:6](=[N:8][O:9][C:10]([C:12]1[CH:34]=[CH:33][C:15]2[S:16][CH2:17][CH2:18][N:19]([S:20]([C:23]3[CH:28]=[CH:27][C:26]([C:29]([F:32])([F:31])[F:30])=[CH:25][CH:24]=3)(=[O:22])=[O:21])[C:14]=2[CH:13]=1)=O)[NH2:7].FC(F)(F)C1C=C(C2N=C(C3C=CC4SCCN(S(C5C=CC(C(F)(F)F)=CC=5)(=O)=O)C=4C=3)ON=2)C=CC=1.CCCC[N+](CCCC)(CCCC)CCCC.[F-].C1COCC1>C1COCC1.CCOC(C)=O.O>[F:38][C:2]([F:1])([F:39])[C:3]1[CH:4]=[C:5]([C:6]2[N:7]=[C:10]([C:12]3[CH:34]=[CH:33][C:15]4[S:16][CH2:17][CH2:18][N:19]([S:20]([C:23]5[CH:24]=[CH:25][C:26]([C:29]([F:30])([F:31])[F:32])=[CH:27][CH:28]=5)(=[O:21])=[O:22])[C:14]=4[CH:13]=3)[O:9][N:8]=2)[CH:35]=[CH:36][CH:37]=1 |f:0.1,2.3.4|. Procedure: Preparation of 3-(3-(trifluoromethyl)phenyl)-5-(4-(4-(trifluoromethyl)phenylsulfonyl)-3,4-dihydro-2H-benzo[b][1,4]thiazin-6-yl)-1,2,4-oxadiazole 3-(trifluoromethyl)-N′-(4-(4-(trifluoromethyl)phenylsulfonyl)-3,4-dihydro-2H-benzo[b][1,4]thiazine-6-carbonyloxy)benzimidamide (38.8 mg, 0.066 mmol) was dissolved in THF (0.5 mL) and 1.0M TBAF/THF (0.5 mL, 0.5 mmol). The reaction was allowed to stir at room temperature for 16 hours. The reaction mixture was diluted with EtOAc (1 mL) and water (1 mL). Th...